Dataset: the Open Reaction Database (ORD), a public repository of structured organic reaction records. Task: describe an organic reaction: reactants, conditions, products, and yield Starting materials: OO (hydrogen peroxide), [OH-].[Na+] (sodium hydroxide), C(C)OC(C(CC(=O)OCC)(C#N)NC(=O)OCC1=CC=CC=C1)=O (2-benzyloxycarbonylamino-2-cyanosuccinic acid diethyl ester). The reagents and catalysts are S(=O)(=O)(O)[O-].C(CCC)[N+](CCCC)(CCCC)CCCC (tetrabutylammonium hydrogen sulfate). The solvent is ClCCl (dichloromethane). Reaction conditions: temperature 80 celsius, time 30 minute. Yields the product C(C1=CC=CC=C1)OC(=O)NC1(C(=O)NC(C1)=O)C(=O)OCC (2-benzyloxycarbonylamino-2-ethoxycarbonylsuccinimide). Isolated yield 81.2%. RXN SMILES: [CH2:1]([O:3][C:4](=[O:25])[C:5]([NH:14][C:15]([O:17][CH2:18][C:19]1[CH:24]=[CH:23][CH:22]=[CH:21][CH:20]=1)=[O:16])([C:12]#[N:13])[CH2:6][C:7](OCC)=[O:8])[CH3:2].[OH:26]O.[OH-].[Na+]>ClCCl.S([O-])(O)(=O)=O.C([N+](CCCC)(CCCC)CCCC)CCC>[CH2:18]([O:17][C:15]([NH:14][C:5]1([C:4]([O:3][CH2:1][CH3:2])=[O:25])[CH2:6][C:7](=[O:8])[NH:13][C:12]1=[O:26])=[O:16])[C:19]1[CH:24]=[CH:23][CH:22]=[CH:21][CH:20]=1 |f:2.3,5.6|. Procedure: A solution of 2-benzyloxycarbonylamino-2-cyanosuccinic acid diethyl ester (15.4 g) in dichloromethane (50 ml) was cooled to ice-bath temperature, and then 30% hydrogen peroxide (21 ml), tetrabutylammonium hydrogen sulfate (3.0 g) and 20% aqueous sodium hydroxide solution (16.6 ml) were added in turn. The resulting mixture was stirred under ice cooling for 30 minutes and then at 25° C. for 1 hour. The organic layer was separated, washed with water, dried over anhydrous sodium sulfate, and concent... Starting materials: BrCCCBr (1,3-Dibromopropane), C([O-])([O-])=O.[K+].[K+] (potassium carbonate), C(C=C)C=1C=C(C=O)C=CC1O (3-allyl-4-hydroxybenzaldehyde). Solvent: CC(=O)C (acetone). Product: C(C=C)C=1C=C(C=O)C=CC1OCCCBr (3-allyl-4-(3-bromopropoxy)benzaldehyde). As a reaction SMILES: [Br:1][CH2:2][CH2:3][CH2:4]Br.C(=O)([O-])[O-].[K+].[K+].[CH2:12]([C:15]1[CH:16]=[C:17]([CH:20]=[CH:21][C:22]=1[OH:23])[CH:18]=[O:19])[CH:13]=[CH2:14]>CC(C)=O>[CH2:12]([C:15]1[CH:16]=[C:17]([CH:20]=[CH:21][C:22]=1[O:23][CH2:4][CH2:3][CH2:2][Br:1])[CH:18]=[O:19])[CH:13]=[CH2:14] |f:1.2.3|. Procedure: 1,3-Dibromopropane (15.76 ml) and potassium carbonate (4.69 g) were added to a solution of 3-allyl-4-hydroxybenzaldehyde (5 g) in acetone and the reaction mixture heated at reflux for 16 hours. The reaction mixture was cooled to ambient temperature and filtered. The filtrate was evaporated and the residue purified by flash column chromatography on silica gel (Merck Art No 9385) using a 10:90 (v/v) mixture of ethyl acetate/hexane as eluent to give 3-allyl-4-(3-bromopropoxy)benzaldehyde (4.86 g) a...